This data is from the Open Reaction Database (ORD), a public repository of structured organic reaction records. The task is: describe an organic reaction: reactants, conditions, products, and yield Starting materials: [S-]C#N.[NH4+] (Ammonium thiocyanate), C(C)OC(CNCC1=CC=CC=C1)=O (N-benzylglycine ethyl ester). The product is C(C1=CC=CC=C1)N1C(=S)NC(=O)C1 (1-benzyl-2-thiohydantoin). The yield is 57.9%. As a reaction SMILES: [S-:1][C:2]#[N:3].[NH4+].C(O[C:8](=[O:18])[CH2:9][NH:10][CH2:11][C:12]1[CH:17]=[CH:16][CH:15]=[CH:14][CH:13]=1)C>>[CH2:11]([N:10]1[CH2:9][C:8](=[O:18])[NH:3][C:2]1=[S:1])[C:12]1[CH:13]=[CH:14][CH:15]=[CH:16][CH:17]=1 |f:0.1|. Procedure: Ammonium thiocyanate (47.27 g) and N-benzylglycine ethyl ester (40.0 g) were fused together at 140° C. for 4 hours. The deep red solution was allowed to cool to room temperature and the solid residue washed with ethanol/water (1:1) (200 ml). The solid was collected by filtration, washed with ethanol/water (1:1) (5×200 ml) and with diethyl ether (3×100 ml) to afford 1-benzyl-2-thiohydantoin (24.72 g), m.p. 150°-152° C. Starting materials: C(C)(C)(C)OC(=O)N1CCC(CC1)COCC(C1=C(C=CC=C1)F)N (4-[2-amino-2-(2-fluorophenyl)-ethoxymethyl]piperidine-1-carboxylic acid tert-butyl ester), ClC1=CNC2=CC(=CC=C12)C(=O)O (3-chloroindole-6-carboxylic acid). The product is C(C)(C)(C)OC(=O)N1CCC(CC1)COCC(C1=C(C=CC=C1)F)NC(=O)C1=CC=C2C(=CNC2=C1)Cl (4-{2-[(3-Chloro-1H-indole-6-carbonyl)amino]-2-(2-fluoro-phenyl)ethoxymethyl}piperidine-1-carboxylic acid tert-butyl ester). As a reaction SMILES: [C:1]([O:5][C:6]([N:8]1[CH2:13][CH2:12][CH:11]([CH2:14][O:15][CH2:16][CH:17]([NH2:25])[C:18]2[CH:23]=[CH:22][CH:21]=[CH:20][C:19]=2[F:24])[CH2:10][CH2:9]1)=[O:7])([CH3:4])([CH3:3])[CH3:2].[Cl:26][C:27]1[C:35]2[C:30](=[CH:31][C:32]([C:36](O)=[O:37])=[CH:33][CH:34]=2)[NH:29][CH:28]=1>>[C:1]([O:5][C:6]([N:8]1[CH2:9][CH2:10][CH:11]([CH2:14][O:15][CH2:16][CH:17]([NH:25][C:36]([C:32]2[CH:31]=[C:30]3[C:35]([C:27]([Cl:26])=[CH:28][NH:29]3)=[CH:34][CH:33]=2)=[O:37])[C:18]2[CH:23]=[CH:22][CH:21]=[CH:20][C:19]=2[F:24])[CH2:12][CH2:13]1)=[O:7])([CH3:4])([CH3:2])[CH3:3]. Procedure: Using coupling method A, 4-[2-amino-2-(2-fluorophenyl)-ethoxymethyl]piperidine-1-carboxylic acid tert-butyl ester (600 mg, 1.7 mmol) and 3-chloroindole-6-carboxylic acid (367 mg, 1.9 mmol) afforded, after purification (SiO2: 10 DCM: 2 EtOAc: 2 Hexane: 0 to 0.125 isopropyl amine), 800 mg (90%) of the title compound. Run in C(C)O (ethanol), C(C)O (ethanol). As a reaction SMILES: [N+:1]([C:4]1[CH:11]=[CH:10][CH:9]=[CH:8][C:5]=1[CH:6]=O)([O-:3])=[O:2].[NH2:12][CH:13]1[CH2:18][CH2:17][N:16]([CH2:19][C:20]2[CH:25]=[CH:24][CH:23]=[CH:22][CH:21]=2)[CH2:15][CH2:14]1.[BH4-].[Na+].[Cl-].[NH4+]>C(O)C>[CH2:19]([N:16]1[CH2:17][CH2:18][CH:13]([NH:12][CH2:6][C:5]2[CH:8]=[CH:9][CH:10]=[CH:11][C:4]=2[N+:1]([O-:3])=[O:2])[CH2:14][CH2:15]1)[C:20]1[CH:21]=[CH:22][CH:23]=[CH:24][CH:25]=1 |f:2.3,4.5|. Yields the product C(C1=CC=CC=C1)N1CCC(CC1)NCC1=C(C=CC=C1)[N+](=O)[O-] ((1-Benzyl-piperidin-4-yl)-(2-nitro-benzyl)-amine). Starting materials: [N+](=O)([O-])C1=C(C=O)C=CC=C1 (2-Nitrobenzaldehyde), [BH4-].[Na+] (sodium borohydride), [Cl-].[NH4+] (ammonium chloride), NC1CCN(CC1)CC1=CC=CC=C1 (4-amino-1-benzylpiperidine). Procedure details: 2-Nitrobenzaldehyde (1 g, 6.61 mmol) and 4-amino-1-benzylpiperidine (1.35 mL, 6.61 mmol) were combined in ethanol (20 mL). The resulting suspension was stirred at room temperature for 20 min before a solution of sodium borohydride (0.25 g, 6.61 mmol) in ethanol (5 mL) was added dropwise over 10 min. After the addition was complete, the reaction was stirred for 1 h, cooled to 0° C. and concentrated ammonium chloride was added to the reaction mixture until no bubbling was observed. The solvents we... Conditions: temperature 0 celsius, time 1 hour. Yield: 69.7%. Reactants: [OH-].[Na+] (sodium hydroxide), NC1=CC=C(C=C1)O (4-aminophenol), ClC1=NC=C(C=C1)[N+](=O)[O-] (2-chloro-5-nitropyridine). Run in CO (methanol). Reaction conditions: temperature 70 celsius, time 1.5 hour. Yields the product [N+](=O)([O-])C=1C=CC(=NC1)OC1=CC=C(C=C1)N (4-(5-nitropyridin-2-yloxy)phenylamine). RXN SMILES: [OH-].[Na+].[NH2:3][C:4]1[CH:9]=[CH:8][C:7]([OH:10])=[CH:6][CH:5]=1.Cl[C:12]1[CH:17]=[CH:16][C:15]([N+:18]([O-:20])=[O:19])=[CH:14][N:13]=1>CO>[N+:18]([C:15]1[CH:16]=[CH:17][C:12]([O:10][C:7]2[CH:8]=[CH:9][C:4]([NH2:3])=[CH:5][CH:6]=2)=[N:13][CH:14]=1)([O-:20])=[O:19] |f:0.1|. Procedure details: To a solution of sodium hydroxide (730 mg, 18.25 mmol) in methanol was added 4-aminophenol (2.00 g, 18.32 mmol). After the resulting mixture was made to dissolve, methanol was evaporated under reduced pressure. To the residue was added DMF (20 mL), and then 2-chloro-5-nitropyridine (2.91 g, 18.35 mmol). The reaction solution was stirred for 1.5 hours at 70° C., and then concentrated under reduced pressure. Water was added to the residue, and the resulting solution was extracted with ethyl acetat... Reactants: D4, FC1=NC=C(C=O)C=C1 (6-fluoronicotinaldehyde), ClC=1C=C(C=C(C1)C(F)(F)F)O (3-chloro-5-(trifluoromethyl) phenol). Yields the product ClC=1C=C(OC2=NC=C(C=O)C=C2)C=C(C1)C(F)(F)F (6-(3-chloro-5-(trifluoromethyl)phenoxy)nicotinaldehyde). As a reaction SMILES: F[C:2]1[CH:9]=[CH:8][C:5]([CH:6]=[O:7])=[CH:4][N:3]=1.[Cl:10][C:11]1[CH:12]=[C:13]([OH:21])[CH:14]=[C:15]([C:17]([F:20])([F:19])[F:18])[CH:16]=1>>[Cl:10][C:11]1[CH:12]=[C:13]([CH:14]=[C:15]([C:17]([F:18])([F:19])[F:20])[CH:16]=1)[O:21][C:2]1[CH:9]=[CH:8][C:5]([CH:6]=[O:7])=[CH:4][N:3]=1. Procedure details: The title compound was prepared by a procedure similar to that described for D4 starting from 6-fluoronicotinaldehyde and 3-chloro-5-(trifluoromethyl) phenol. Starting materials: CC(C)C[Al+]CC(C)C, Cc1ccccc1, CCOC(C)=O, Cl, CCOC(=O)c1cc(-c2ccc(F)cc2)n(S(=O)(=O)c2ccccc2)c1C, [H-], C1CCOC1. Yields the product Cc1c(CO)cc(-c2ccc(F)cc2)n1S(=O)(=O)c1ccccc1. RXN SMILES: [CH2:36]([Al+:37][CH2:38][CH:39]([CH3:40])[CH3:41])[CH:42]([CH3:43])[CH3:44].[CH3:28][c:29]1[cH:30][cH:31][cH:32][cH:33][cH:34]1.[CH3:51][CH2:52][O:53][C:54](=[O:55])[CH3:56].[ClH:45].[F:1][c:2]1[cH:3][cH:4][c:5](-[c:8]2[cH:9][c:10]([C:23](=[O:24])[O:25][CH2:26][CH3:27])[c:11]([CH3:22])[n:12]2[S:13](=[O:14])(=[O:15])[c:16]2[cH:17][cH:18][cH:19][cH:20][cH:21]2)[cH:6][cH:7]1.[H-:35].[O:46]1[CH2:47][CH2:48][CH2:49][CH2:50]1>>[F:1][c:2]1[cH:3][cH:4][c:5](-[c:8]2[cH:9][c:10]([CH2:23][OH:24])[c:11]([CH3:22])[n:12]2[S:13](=[O:14])(=[O:15])[c:16]2[cH:17][cH:18][cH:19][cH:20][cH:21]2)[cH:6][cH:7]1. The reactants are CC(=O)N1CCN(c2ccc(NS(C)(=O)=O)c(C)c2)CC1, Cl. The product is Cc1cc(N2CCNCC2)ccc1NS(C)(=O)=O. As a reaction SMILES: [C:1](=[O:2])([CH3:3])[N:4]1[CH2:5][CH2:6][N:7]([c:10]2[cH:11][c:12]([CH3:21])[c:13]([NH:16][S:17](=[O:18])(=[O:19])[CH3:20])[cH:14][cH:15]2)[CH2:8][CH2:9]1.[ClH:22]>>[NH:4]1[CH2:5][CH2:6][N:7]([c:10]2[cH:11][c:12]([CH3:21])[c:13]([NH:16][S:17](=[O:18])(=[O:19])[CH3:20])[cH:14][cH:15]2)[CH2:8][CH2:9]1.